From a dataset of the Open Reaction Database (ORD), a public repository of structured organic reaction records. describe an organic reaction: reactants, conditions, products, and yield Starting materials: CC(C)(C)[O-], CS(C)=O, [K+], CCOC(=O)c1cc(C)cn1Cc1cc(Cl)ccc1N. Yields the product Cc1cc2n(c1)Cc1cc(Cl)ccc1NC2=O. As a reaction SMILES: [CH3:21][C:22]([CH3:23])([O-:24])[CH3:25].[CH3:27][S:28](=[O:29])[CH3:30].[K+:26].[NH2:1][c:2]1[c:3]([CH2:9][n:10]2[c:11]([C:16]([O:18][CH2:17][CH3:19])=[O:20])[cH:12][c:13]([CH3:15])[cH:14]2)[cH:4][c:5]([Cl:8])[cH:6][cH:7]1>>[NH:1]1[c:2]2[c:3]([cH:4][c:5]([Cl:8])[cH:6][cH:7]2)[CH2:9][n:10]2[c:11]([cH:12][c:13]([CH3:15])[cH:14]2)[C:16]1=[O:18]. Reactants: O=C([O-])[O-], C1COCCO1, COc1ccc(O)c(C=O)c1, C=CC=O, [K+], [K+], O. Yields the product COc1ccc2c(c1)C=C(C=O)CO2. As a reaction SMILES: [C:12](=[O:13])([O-:14])[O-:15].[CH2:22]1[O:23][CH2:24][CH2:25][O:26][CH2:27]1.[CH3:1][O:2][c:3]1[cH:4][cH:5][c:6]([OH:11])[c:7]([CH:8]=[O:9])[cH:10]1.[CH:18](=[O:19])[CH:20]=[CH2:21].[K+:16].[K+:17].[OH2:28]>>[CH3:1][O:2][c:3]1[cH:4][cH:5][c:6]2[c:7]([cH:10]1)[CH:8]=[C:20]([CH:18]=[O:19])[CH2:21][O:11]2. Starting materials: BrC1=CN=C2N1C=CC(=N2)C(F)(F)F (3-Bromo-7-trifluoromethylimidazo[1,2-α]pyrimidine), ClC=1C=C(C(=CC1)C1=C(C=CC(=C1)B1OC(C(O1)(C)C)(C)C)F)C#N (4-chloro-2′-fluoro-5′-(4,4,5,5-tetramethyl-[1,3,2]dioxaborolan-2-yl)biphenyl-2-carbonitrile). The product is ClC=1C=C(C(=CC1)C1=C(C=CC(=C1)C1=CN=C2N1C=CC(=N2)C(F)(F)F)F)C#N (4-chloro-2′-fluoro-5′-(7-trifluoromethylimidazo[1,2-α]pyrimidin-3-yl)biphenyl-2-carbonitrile). As a reaction SMILES: Br[C:2]1[N:6]2[CH:7]=[CH:8][C:9]([C:11]([F:14])([F:13])[F:12])=[N:10][C:5]2=[N:4][CH:3]=1.[Cl:15][C:16]1[CH:17]=[C:18]([C:38]#[N:39])[C:19]([C:22]2[CH:27]=[C:26](B3OC(C)(C)C(C)(C)O3)[CH:25]=[CH:24][C:23]=2[F:37])=[CH:20][CH:21]=1>>[Cl:15][C:16]1[CH:17]=[C:18]([C:38]#[N:39])[C:19]([C:22]2[CH:27]=[C:26]([C:2]3[N:6]4[CH:7]=[CH:8][C:9]([C:11]([F:14])([F:13])[F:12])=[N:10][C:5]4=[N:4][CH:3]=3)[CH:25]=[CH:24][C:23]=2[F:37])=[CH:20][CH:21]=1. Procedure: 3-Bromo-7-trifluoromethylimidazo[1,2-α]pyrimidine was coupled with 4-chloro-2′-fluoro-5′-(4,4,5,5-tetramethyl-[1,3,2]dioxaborolan-2-yl)biphenyl-2-carbonitrile by the method of Example 65 to give 4-chloro-2′-fluoro-5′-(7-trifluoromethylimidazo[1,2-α]pyrimidin-3-yl)biphenyl-2-carbonitrile as an off-white solid: δH (360 MHz, CDCl3) 7.29 (1H, d, J 7), 7.43-7.48 (1H, t, J 9), 7.54-7.71 (4H, m), 7.83 (1H, d, J 2), 8.10 (1H, s), 9.02 (1H, d, J 7). Starting materials: C#CCCCC=O, CC1=CN=C(C=C1)N, [C-]#[N+]C1CCCCC1. The reagents and catalysts are O=C(O)C(F)(F)F (trifluoroacetic acid). The solvent is CC(C)O (isopropyl alcohol), CC(C)O (isopropylalcohol). Run at temperature 22 celsius, time 20 hour. The product is Cc1ccc2nc(CCCC#C)c(NC3CCCCC3)n2c1. Yield: 0.0%. As a reaction SMILES: CC1=CC=C(N)N=C1.[C-]#[N+]C1CCCCC1.O=CCCCC#C>>CC1=CN2C(C=C1)=NC(CCCC#C)=C2NC1CCCCC1. The reactants are C1CCOC1, CCO, Cl, Cl, [Na+], [OH-], CCOC(=O)COc1ccc(N(CC(C)C)CC(O)COc2cccc3[nH]c4ccccc4c23)cc1. Product: Cl, CC(C)CN(CC(O)COc1cccc2[nH]c3ccccc3c12)c1ccc(OCC(=O)O)cc1. Reaction SMILES: [CH2:44]1[O:45][CH2:46][CH2:47][CH2:48]1.[CH3:41][CH2:42][OH:43].[ClH:1].[ClH:40].[Na+:39].[OH-:38].[OH:2][CH:3]([CH2:4][O:5][c:6]1[cH:7][cH:8][cH:9][c:10]2[nH:11][c:12]3[cH:13][cH:14][cH:15][cH:16][c:17]3[c:18]12)[CH2:19][N:20]([CH2:21][CH:22]([CH3:23])[CH3:24])[c:25]1[cH:26][cH:27][c:28]([O:31][CH2:32][C:33](=[O:34])[O:35][CH2:36][CH3:37])[cH:29][cH:30]1>>[ClH:1].[OH:2][CH:3]([CH2:4][O:5][c:6]1[cH:7][cH:8][cH:9][c:10]2[nH:11][c:12]3[cH:13][cH:14][cH:15][cH:16][c:17]3[c:18]12)[CH2:19][N:20]([CH2:21][CH:22]([CH3:23])[CH3:24])[c:25]1[cH:26][cH:27][c:28]([O:31][CH2:32][C:33](=[O:34])[OH:35])[cH:29][cH:30]1. Procedure: 131 mg of lithium aluminum hydride was added to a mixture of 821 mg of 2-methoxycarbonyl-3-(trimethylsilylethynyl)thiophene and 10 ml of tetrahydrofuran, followed by heating under reflux for 1.5 hours. After cooling as it was, 131 μl of water, 131 μl of an aqueous 1N sodium hydroxide solution and 393 μl of water were successively added thereto, followed by filtering through Celite. After removing the solvent, 5.25 g of manganese dioxide was added to a solution of 10 ml of dichloromethane contain... Product: C(#C)C1=C(SC=C1)C(C1=CC=CC=C1)O (3-Ethynyl-2-(α-hydroxybenzyl)thiophene). Reactants: [OH-].[Na+] (sodium hydroxide), C1(=CC=CC=C1)[Li] (phenyl lithium), [Cl-].[NH4+] (ammonium chloride), [H-].[Al+3].[Li+].[H-].[H-].[H-] (lithium aluminum hydride), COC(=O)C=1SC=CC1C#C[Si](C)(C)C (2-methoxycarbonyl-3-(trimethylsilylethynyl)thiophene). Run at time 8 hour. Reaction SMILES: [H-].[Al+3].[Li+].[H-].[H-].[H-].CO[C:9]([C:11]1[S:12][CH:13]=[CH:14][C:15]=1[C:16]#[C:17][Si](C)(C)C)=[O:10].[OH-].[Na+].[C:24]1([Li])[CH:29]=[CH:28][CH:27]=[CH:26][CH:25]=1.[Cl-].[NH4+]>C(OCC)(=O)C.C(OCC)C.C1CCCCC1.C(OCC)C.O.O1CCCC1>[C:16]([C:15]1[CH:14]=[CH:13][S:12][C:11]=1[CH:9]([OH:10])[C:24]1[CH:29]=[CH:28][CH:27]=[CH:26][CH:25]=1)#[CH:17] |f:0.1.2.3.4.5,7.8,10.11,14.15|. The yield is 11.6%. Run in C(C)(=O)OCC (Ethyl acetate), O (water), O (water), C1CCCCC1.C(C)OCC (cyclohexane diethyl ether), C(C)OCC (diethyl ether), O1CCCC1 (tetrahydrofuran). The reactants are [Si](C)(C)(C(C)(C)C)OC1=CC=C(C=C1)S(=O)(=O)C1=CC2=C(OC([C@@]3([C@H]2O3)C)(C)C)C=C1 ((3S,4S)-6-(4-tert-butyldimethylsilyloxyphenyl)sulphonyl-3,4-dihydro-3,4-epoxy-2,2,3-trimethyl-2H-benzo[b]pyran), OC1=NN(C(C2=CC=CC=C12)=O)C (1,2-dihydro-4-hydroxy-2-methyl-1-oxophthalazine), N1=CC=CC=C1 (pyridine). Solvent: O1CCOCC1 (1,4-dioxane). Product: N (ammonia), CN1C(C2=CC=CC=C2C(=N1)O[C@@H]1C2=C(OC([C@@]1(C)O)(C)C)C=CC(=C2)S(=O)(=O)C2=CC=C(C=C2)O)=O ((3S,4R)-3,4-dihydro-4-(1,2-dihydro-2-methyl-1-oxophthalazin-4-yl)oxy-3-hydroxy-6-(4-hydroxyphenyl)sulphonyl-2,2,3-trimethyl-2H-benzo[b]pyran). The yield is 14.9%. As a reaction SMILES: [Si]([O:8][C:9]1[CH:14]=[CH:13][C:12]([S:15]([C:18]2[CH:31]=[CH:30][C:21]3[O:22][C:23]([CH3:29])([CH3:28])[C@@:24]4([CH3:27])[O:26][C@H:25]4[C:20]=3[CH:19]=2)(=[O:17])=[O:16])=[CH:11][CH:10]=1)(C(C)(C)C)(C)C.[OH:32][C:33]1[C:42]2[C:37](=[CH:38][CH:39]=[CH:40][CH:41]=2)[C:36](=[O:43])[N:35]([CH3:44])[N:34]=1.N1C=CC=CC=1>O1CCOCC1>[NH3:34].[CH3:44][N:35]1[N:34]=[C:33]([O:32][C@H:25]2[C@@:24]([OH:26])([CH3:27])[C:23]([CH3:29])([CH3:28])[O:22][C:21]3[CH:30]=[CH:31][C:18]([S:15]([C:12]4[CH:11]=[CH:10][C:9]([OH:8])=[CH:14][CH:13]=4)(=[O:17])=[O:16])=[CH:19][C:20]2=3)[C:42]2[C:37](=[CH:38][CH:39]=[CH:40][CH:41]=2)[C:36]1=[O:43]. Procedure: A mixture of (3S,4S)-6-(4-tert-butyldimethylsilyloxyphenyl)sulphonyl-3,4-dihydro-3,4-epoxy-2,2,3-trimethyl-2H-benzo[b]pyran (0.71 g) (see Preparation 14), 1,2-dihydro-4-hydroxy-2-methyl-1-oxophthalazine (0.846 g) (see Preparation 21), pyridine (0.4 ml) and 1,4-dioxane (10 ml) was heated under reflux for 4 days. The solvent was removed under reduced pressure, the residue was dissolved in ethyl acetate and washed first with dilute aqueous citric acid solution and then with brine. The organic phase... Starting materials: FC1=CC=C(C=C1)C=1OC2=C(C1C(NC)=O)C=C(C(=C2)N(S(=O)(=O)C)C)C2=CC=C(C(=N2)C=2N(C1=CC=CC=C1C2C)C(=O)OC(C)(C)C)CCO (tert-butyl 2-(6-(2-(4-fluorophenyl)-3-(methylcarbamoyl)-6-(N-methylmethylsulfonamido)benzofuran-5-yl)-3-(2-hydroxyethyl)pyridin-2-yl)-3-methyl-1H-indole-1-carboxylate), C(=O)(C(F)(F)F)O (TFA), resultant mixture. Solvent: C(Cl)Cl (CH2Cl2). Yields the product FC1=CC=C(C=C1)C=1OC2=C(C1C(=O)NC)C=C(C(=C2)N(S(=O)(=O)C)C)C2=NC(=C(C=C2)CCO)C=2NC1=CC=CC=C1C2C (2-(4-fluorophenyl)-5-(5-(2-hydroxyethyl)-6-(3-methyl-1H-indol-2-yl)pyridin-2-yl)-N-methyl-6-(N-methylmethylsulfonamido)benzofuran-3-carboxamide). As a reaction SMILES: [F:1][C:2]1[CH:7]=[CH:6][C:5]([C:8]2[O:9][C:10]3[CH:20]=[C:19]([N:21]([CH3:26])[S:22]([CH3:25])(=[O:24])=[O:23])[C:18]([C:27]4[N:32]=[C:31]([C:33]5[N:34](C(OC(C)(C)C)=O)[C:35]6[C:40]([C:41]=5[CH3:42])=[CH:39][CH:38]=[CH:37][CH:36]=6)[C:30]([CH2:50][CH2:51][OH:52])=[CH:29][CH:28]=4)=[CH:17][C:11]=3[C:12]=2[C:13](=[O:16])[NH:14][CH3:15])=[CH:4][CH:3]=1.C(O)(C(F)(F)F)=O>C(Cl)Cl>[F:1][C:2]1[CH:3]=[CH:4][C:5]([C:8]2[O:9][C:10]3[CH:20]=[C:19]([N:21]([CH3:26])[S:22]([CH3:25])(=[O:24])=[O:23])[C:18]([C:27]4[CH:28]=[CH:29][C:30]([CH2:50][CH2:51][OH:52])=[C:31]([C:33]5[NH:34][C:35]6[C:40]([C:41]=5[CH3:42])=[CH:39][CH:38]=[CH:37][CH:36]=6)[N:32]=4)=[CH:17][C:11]=3[C:12]=2[C:13]([NH:14][CH3:15])=[O:16])=[CH:6][CH:7]=1. Reported procedure: To a solution of tert-butyl 2-(6-(2-(4-fluorophenyl)-3-(methylcarbamoyl)-6-(N-methylmethylsulfonamido)benzofuran-5-yl)-3-(2-hydroxyethyl)pyridin-2-yl)-3-methyl-1H-indole-1-carboxylate (50 mg, 0.069 mmol) in CH2Cl2 (1.5 mL) was added TFA (1.5 mL). The resultant mixture was stirred at ambient temperature for 1.5 h then was concentrated in vacuo, diluted with EtOAc and washed successively with saturated NaHCO3 (aq) solution (1×) and brine (1×). The organic layer was dried over MgSO4, filtered, and ... The reactants are CCOC(=O)CBr, CN1C(=O)c2cccnc2Nc2ccccc21, CN(C)C=O, [H-], [Na+]. The product is CCOC(=O)CN1c2ccccc2N(C)C(=O)c2cccnc21. RXN SMILES: [Br:20][CH2:21][C:22](=[O:23])[O:24][CH2:25][CH3:26].[CH3:1][N:2]1[C:3](=[O:17])[c:4]2[c:5]([n:13][cH:14][cH:15][cH:16]2)[NH:6][c:7]2[c:8]1[cH:9][cH:10][cH:11][cH:12]2.[CH3:27][N:28]([CH3:29])[CH:30]=[O:31].[H-:18].[Na+:19]>>[CH3:1][N:2]1[C:3](=[O:17])[c:4]2[c:5]([n:13][cH:14][cH:15][cH:16]2)[N:6]([CH2:21][C:22](=[O:23])[O:24][CH2:25][CH3:26])[c:7]2[c:8]1[cH:9][cH:10][cH:11][cH:12]2. Reactants: COC([C@@H](NC(C1=C(C=C(C=C1)CC(=O)O)C1=CC=CC=C1)=O)CCSC)=O (4-carboxymethyl-2-phenylbenzoyl methionine methyl ester), ON1N=NC2=C(C1=O)C=CC=C2 (3-hydroxy-1,2,3-benzotriazin-4(3H)-one), Cl.CN(CCCN=C=NCC)C (1-(3-dimehtylaminopropyl)-3-ethylcarbodiimide hydrochloride), NC1=NC=CC=C1 (2-aminopyridine). The solvent is CN(C=O)C (dimethylformamide), C(C)(=O)OCC (ethyl acetate). Yields the product COC([C@@H](NC(C1=C(C=C(C=C1)CC(=O)NC1=NC=CC=C1)C1=CC=CC=C1)=O)CCSC)=O (4-[(Pyridin-2-ylamino)carbonylmethyl]-2-phenylbenzoyl methionine methyl ester). RXN SMILES: [CH3:1][O:2][C:3](=[O:28])[C@H:4]([CH2:24][CH2:25][S:26][CH3:27])[NH:5][C:6](=[O:23])[C:7]1[CH:12]=[CH:11][C:10]([CH2:13][C:14](O)=[O:15])=[CH:9][C:8]=1[C:17]1[CH:22]=[CH:21][CH:20]=[CH:19][CH:18]=1.ON1C(=O)C2C=CC=CC=2N=N1.[NH2:41][C:42]1[CH:47]=[CH:46][CH:45]=[CH:44][N:43]=1.Cl.CN(C)CCCN=C=NCC>CN(C)C=O.C(OCC)(=O)C>[CH3:1][O:2][C:3](=[O:28])[C@H:4]([CH2:24][CH2:25][S:26][CH3:27])[NH:5][C:6](=[O:23])[C:7]1[CH:12]=[CH:11][C:10]([CH2:13][C:14]([NH:41][C:42]2[CH:47]=[CH:46][CH:45]=[CH:44][N:43]=2)=[O:15])=[CH:9][C:8]=1[C:17]1[CH:18]=[CH:19][CH:20]=[CH:21][CH:22]=1 |f:3.4|. Procedure: To a solution of the resultant acid from Example 62B (1.0 equivalent) in dimethylformamide (DMF) is added 3-hydroxy-1,2,3-benzotriazin-4(3H)-one (1.5 equivalents) followed by 2-aminopyridine (1.0 equivalent) and 1-(3-dimehtylaminopropyl)-3-ethylcarbodiimide hydrochloride (1.5 equivalents). When judged complete by TLC analysis, the reaction is taken up in ethyl acetate which is washed with 1N HCl and saturated brine, and then is dried and evaporated. The crude reaction mixture is purified by colu...